describe an organic reaction: reactants, conditions, products, and yield From a dataset of the Open Reaction Database (ORD), a public repository of structured organic reaction records. Reaction SMILES: [CH2:1]([CH3:2])[O:3][C:4](=[O:5])[c:6]1[c:7]2[n:8][cH:9][cH:10][n:11][c:12]2[c:13](-[c:16]2[c:17]([F:27])[c:18]([O:25][CH3:26])[cH:19][c:20]([O:23][CH3:24])[c:21]2[F:22])[cH:14][cH:15]1.[CH2:30]1[O:31][CH2:32][CH2:33][CH2:34]1.[Li+:29].[OH-:28]>>[O:3]=[C:4]([OH:5])[c:6]1[c:7]2[n:8][cH:9][cH:10][n:11][c:12]2[c:13](-[c:16]2[c:17]([F:27])[c:18]([O:25][CH3:26])[cH:19][c:20]([O:23][CH3:24])[c:21]2[F:22])[cH:14][cH:15]1. Reactants: CCOC(=O)c1ccc(-c2c(F)c(OC)cc(OC)c2F)c2nccnc12, C1CCOC1, [Li+], [OH-]. Product: COc1cc(OC)c(F)c(-c2ccc(C(=O)O)c3nccnc23)c1F. The reactants are Brc1ccc(-c2cnc(CSCCOc3ccccc3)o2)cc1, N=C(c1ccccc1)c1ccccc1, CC(C)(C)[O-], CCOC(C)=O, Cc1ccccc1, [Na+], O=C(C=Cc1ccccc1)C=Cc1ccccc1, O=C(C=Cc1ccccc1)C=Cc1ccccc1, O=C(C=Cc1ccccc1)C=Cc1ccccc1, [Pd], [Pd]. Product: c1ccc(OCCSCc2ncc(-c3ccc(N=C(c4ccccc4)c4ccccc4)cc3)o2)cc1. RXN SMILES: [Br:1][c:2]1[cH:3][cH:4][c:5](-[c:8]2[cH:9][n:10][c:11]([CH2:13][S:14][CH2:15][CH2:16][O:17][c:18]3[cH:19][cH:20][cH:21][cH:22][cH:23]3)[o:12]2)[cH:6][cH:7]1.[C:24]([c:25]1[cH:26][cH:27][cH:28][cH:29][cH:30]1)([c:31]1[cH:32][cH:33][cH:34][cH:35][cH:36]1)=[NH:37].[CH3:38][C:39]([CH3:40])([O-:41])[CH3:42].[CH3:44][CH2:45][O:46][C:47]([CH3:48])=[O:49].[CH3:50][c:51]1[cH:52][cH:53][cH:54][cH:55][cH:56]1.[Na+:43].[O:59]=[C:60]([CH:61]=[CH:62][c:63]1[cH:64][cH:65][cH:66][cH:67][cH:68]1)[CH:69]=[CH:70][c:71]1[cH:72][cH:73][cH:74][cH:75][cH:76]1.[O:77]=[C:78]([CH:79]=[CH:80][c:81]1[cH:82][cH:83][cH:84][cH:85][cH:86]1)[CH:87]=[CH:88][c:89]1[cH:90][cH:91][cH:92][cH:93][cH:94]1.[O:95]=[C:96]([CH:97]=[CH:98][c:99]1[cH:100][cH:101][cH:102][cH:103][cH:104]1)[CH:105]=[CH:106][c:107]1[cH:108][cH:109][cH:110][cH:111][cH:112]1.[Pd:57].[Pd:58]>>[c:2]1([N:37]=[C:24]([c:25]2[cH:26][cH:27][cH:28][cH:29][cH:30]2)[c:31]2[cH:32][cH:33][cH:34][cH:35][cH:36]2)[cH:3][cH:4][c:5](-[c:8]2[cH:9][n:10][c:11]([CH2:13][S:14][CH2:15][CH2:16][O:17][c:18]3[cH:19][cH:20][cH:21][cH:22][cH:23]3)[o:12]2)[cH:6][cH:7]1.